The task is: describe an organic reaction: reactants, conditions, products, and yield. This data is from the Open Reaction Database (ORD), a public repository of structured organic reaction records. The reactants are O=C(c1ccc(Br)cc1)N1CCCC1CN1CCCC1, OB(O)c1ccc2c(c1)OCCO2. Yields the product O=C(c1ccc(-c2ccc3c(c2)OCCO3)cc1)N1CCCC1CN1CCCC1. RXN SMILES: [Br:14][c:15]1[cH:16][cH:17][c:18]([C:21](=[O:22])[N:23]2[CH:24]([CH2:28][N:29]3[CH2:30][CH2:31][CH2:32][CH2:33]3)[CH2:25][CH2:26][CH2:27]2)[cH:19][cH:20]1.[O:1]1[CH2:2][CH2:3][O:4][c:5]2[c:6]1[cH:7][cH:8][c:9]([B:11]([OH:12])[OH:13])[cH:10]2>>[O:1]1[CH2:2][CH2:3][O:4][c:5]2[c:6]1[cH:7][cH:8][c:9](-[c:15]1[cH:16][cH:17][c:18]([C:21](=[O:22])[N:23]3[CH:24]([CH2:28][N:29]4[CH2:30][CH2:31][CH2:32][CH2:33]4)[CH2:25][CH2:26][CH2:27]3)[cH:19][cH:20]1)[cH:10]2.